This data is from the Open Reaction Database (ORD), a public repository of structured organic reaction records. The task is: describe an organic reaction: reactants, conditions, products, and yield Reactants: ClC1=CC2=C(C=CO2)C=C1 (6-chloro-1-benzofuran), [Li]CCCC (n-BuLi), CC1(OB(OC1(C)C)OC(C)C)C (4,4,5,5-tetramethyl-2-(propan-2-yloxy)-1,3,2-dioxaborolane). The solvent is O1CCCC1 (tetrahydrofuran). Reaction conditions: time 1.5 hour. The product is ClC1=CC2=C(C=C(O2)B2OC(C(O2)(C)C)(C)C)C=C1 (2-(6-chloro-1-benzofuran-2-yl)-4,4,5,5-tetramethyl-1,3,2-dioxaborolane). As a reaction SMILES: [Cl:1][C:2]1[CH:10]=[CH:9][C:5]2[CH:6]=[CH:7][O:8][C:4]=2[CH:3]=1.[Li]CCCC.[CH3:16][C:17]1([CH3:28])[C:21]([CH3:23])([CH3:22])[O:20][B:19](OC(C)C)[O:18]1>O1CCCC1>[Cl:1][C:2]1[CH:10]=[CH:9][C:5]2[CH:6]=[C:7]([B:19]3[O:20][C:21]([CH3:23])([CH3:22])[C:17]([CH3:28])([CH3:16])[O:18]3)[O:8][C:4]=2[CH:3]=1. Procedure details: To a solution of 6-chloro-1-benzofuran (2 g, 13.11 mmol) in tetrahydrofuran (30 mL) was added n-BuLi (10 mL, 2.5N) at −78° C. and stirred for 1.5 h. Then 4,4,5,5-tetramethyl-2-(propan-2-yloxy)-1,3,2-dioxaborolane (4.4 g, 23.65 mmol) was added and stirred for 1.5 h. The reaction solution was quenched by water (100 mL), extracted with ethyl acetate (3×50 mL), dried over anhydrous magnesium sulfate and concentrated under vacuum to give 2-(6-chloro-1-benzofuran-2-yl)-4,4,5,5-tetramethyl-1,3,2-dioxab... Reactants: ClC1=CC(=NS1)O (5-chloro-isothiazol-3-ol), N12CCCCCC2=NCCC1 (1,8-diazabicyclo[5.4.0]undeca-7-ene), COCCl (chloromethyl methyl ether), O (water). Run in O1CCCC1 (tetrahydrofuran), O1CCCC1 (tetrahydrofuran). Conditions: time 10 minute. Product: ClC1=CC(=NS1)OCOC (5-chloro-3-(methoxymethoxy)Isothiazole). Yield: 92.8%. Reaction SMILES: [Cl:1][C:2]1[S:6][N:5]=[C:4]([OH:7])[CH:3]=1.N12CCCN=C1CCCCC2.[CH3:19][O:20][CH2:21]Cl.O>O1CCCC1>[Cl:1][C:2]1[S:6][N:5]=[C:4]([O:7][CH2:19][O:20][CH3:21])[CH:3]=1. Reported procedure: To a solution of 5-chloro-isothiazol-3-ol (5.00 g) in tetrahydrofuran (50 mL), 1,8-diazabicyclo[5.4.0]undeca-7-ene (8.42 g) was added, and to the resultant reaction mixture, a solution of chloromethyl methyl ether (4.45 g) in tetrahydrofuran (25 mL) was dropped under ice-cooling at an inside temperature of 10° C. or less. After the completion of dropping, the inside temperature was elevated to room temperature and the reaction mixture was stirred for 10 minutes. To the reaction mixture, water wa... Reactants: C(C)N1C(C(=NC2=CC=C(C=C12)F)C(=O)OCC)=O (4-Ethyl-6-fluoro-3,4-dihydro-3-oxo-2-quinoxalinecarboxylic acid, ethyl ester), C([O-])([O-])=O.[Na+].[Na+] (sodium carbonate). Solvent: CO (methanol), O (water). Product: C(C)N1C(C(=NC2=CC=C(C=C12)F)C(=O)O)=O (4-Ethyl-6-fluoro-3,4-dihydro-3-oxo-2-quinoxalinecarboxylic acid). Reaction SMILES: [CH2:1]([N:3]1[C:12]2[C:7](=[CH:8][CH:9]=[C:10]([F:13])[CH:11]=2)[N:6]=[C:5]([C:14]([O:16]CC)=[O:15])[C:4]1=[O:19])[CH3:2].C(=O)([O-])[O-].[Na+].[Na+]>CO.O>[CH2:1]([N:3]1[C:12]2[C:7](=[CH:8][CH:9]=[C:10]([F:13])[CH:11]=2)[N:6]=[C:5]([C:14]([OH:16])=[O:15])[C:4]1=[O:19])[CH3:2] |f:1.2.3|. Reported procedure: 4-Ethyl-6-fluoro-3,4-dihydro-3-oxo-2-quinoxalinecarboxylic acid, ethyl ester (8 g) and sodium carbonate (0.25 g) in methanol (20 ml) and water (10 ml) were heated under reflux for 2 hours. The methanol was distilled off and the aqueous solution was acidified with hydrochloric acid and the solid was collected. It had m.p. 162.5°-164° (39%). Starting materials: C1(CC1)S(=O)(=O)C1=C(C=C(C=C1)[N+](=O)[O-])[C@@H]1N(CC[C@@H]1C(=O)OCC)C(=O)OC(C)(C)C (cis-1-tert-Butyl 3-ethyl 2-(2-(cyclopropylsulfonyl)-5-nitrophenyl)pyrrolidine-1,3-dicarboxylate), [H][H] (hydrogen). Reagents/catalysts: [Pd] (Pd/C). Run in CO (methanol). Yields the product NC=1C=CC(=C(C1)[C@@H]1N(CC[C@@H]1C(=O)OCC)C(=O)OC(C)(C)C)S(=O)(=O)C1CC1 (cis-1-tert-Butyl 3-ethyl 2-(5-amino-2-(cyclopropylsulfonyl)phenyl)pyrrolidine-1,3-dicarboxylate). The yield is 93.6%. As a reaction SMILES: [CH:1]1([S:4]([C:7]2[CH:12]=[CH:11][C:10]([N+:13]([O-])=O)=[CH:9][C:8]=2[C@H:16]2[C@@H:20]([C:21]([O:23][CH2:24][CH3:25])=[O:22])[CH2:19][CH2:18][N:17]2[C:26]([O:28][C:29]([CH3:32])([CH3:31])[CH3:30])=[O:27])(=[O:6])=[O:5])[CH2:3][CH2:2]1.[H][H]>CO.[Pd]>[NH2:13][C:10]1[CH:11]=[CH:12][C:7]([S:4]([CH:1]2[CH2:2][CH2:3]2)(=[O:6])=[O:5])=[C:8]([C@H:16]2[C@@H:20]([C:21]([O:23][CH2:24][CH3:25])=[O:22])[CH2:19][CH2:18][N:17]2[C:26]([O:28][C:29]([CH3:31])([CH3:32])[CH3:30])=[O:27])[CH:9]=1. Reported procedure: To 76G (2.9 g) in methanol (60 mL) was added 10% Pd/C (990 mg). The mixture was hydrogenated with a hydrogen balloon for 2.0 h. The Pd/C was removed by filtration and the filtrate was concentrated to afford 76I (2.54 g, 95% yield). 1H NMR (400 MHz, DMSO-d6, 100° C.) δ ppm 0.83-0.93 (m, 5H) 0.95-1.04 (m, 2H) 1.13-1.24 (m, 11H) 2.02-2.07 (m, 1H) 2.09-2.16 (m, 1H) 2.73-2.79 (m, 1H) 3.48-3.56 (m, 1H) 3.63-3.74 (m, 4H) 5.79 (d, J=7.70 Hz, 1H) 6.48-6.54 (m, 2H) 7.40 (d, J=8.79 Hz, 1H), LC-MS 439 (M+H)... The reactants are ClC=1C=CC(=NC1)O (5-chloro-2-hydroxypyridine), BrBr (bromine), O (water). Solvent: C(C)(=O)O (acetic acid). Conditions: time 1 hour. Product: BrC=1C(=NC=C(C1)Cl)O (3-Bromo-5-chloro-2-hydroxypyridine). RXN SMILES: [Cl:1][C:2]1[CH:3]=[CH:4][C:5]([OH:8])=[N:6][CH:7]=1.[Br:9]Br.O>C(O)(=O)C>[Br:9][C:4]1[C:5]([OH:8])=[N:6][CH:7]=[C:2]([Cl:1])[CH:3]=1. Reported procedure: A mixture of 5-chloro-2-hydroxypyridine (100 g) and bromine (40.1 mL) in acetic acid (400 mL) was stirred at r.t. for 1 h. The mixture was poured into 3 L of water and stirred for 30 min then filtered. The residual solid was washed with 2 L of cold water, air dried and then coevaporated with toluene three times and with benzene two times. The white solid (81 g) so obtained was used in the subsequent reaction. Reactants: O=C([O-])[O-], CC(C)(C)OC(=O)Nc1cc(B2OC(C)(C)C(C)(C)O2)ccn1, Clc1ccc(-c2nc3ccc(Cl)nn3c2I)cc1, [Cs+], [Cs+], C1CCOC1, O. Product: CC(C)(C)OC(=O)Nc1cc(-c2c(-c3ccc(Cl)cc3)nc3ccc(Cl)nn23)ccn1. As a reaction SMILES: [C:24](=[O:25])([O-:26])[O-:27].[CH3:30][C:31]1([CH3:32])[C:33]([CH3:34])([CH3:35])[O:36][B:37]([c:38]2[cH:39][c:40]([NH:44][C:45]([O:46][C:47]([CH3:48])([CH3:49])[CH3:50])=[O:51])[n:41][cH:42][cH:43]2)[O:52]1.[Cl:1][c:2]1[cH:3][cH:4][c:5]2[n:6]([n:7]1)[c:8]([I:18])[c:9](-[c:11]1[cH:12][cH:13][c:14]([Cl:17])[cH:15][cH:16]1)[n:10]2.[Cs+:28].[Cs+:29].[O:19]1[CH2:20][CH2:21][CH2:22][CH2:23]1.[OH2:53]>>[Cl:1][c:2]1[cH:3][cH:4][c:5]2[n:6]([n:7]1)[c:8](-[c:38]1[cH:39][c:40]([NH:44][C:45]([O:46][C:47]([CH3:48])([CH3:49])[CH3:50])=[O:51])[n:41][cH:42][cH:43]1)[c:9](-[c:11]1[cH:12][cH:13][c:14]([Cl:17])[cH:15][cH:16]1)[n:10]2.